This data is from the Open Reaction Database (ORD), a public repository of structured organic reaction records. The task is: describe an organic reaction: reactants, conditions, products, and yield The solvent is CS(=O)C (DMSO). The reactants are N1(C=NC2=C1C=CC=C2)C2=C1N=CNC1=NC(=N2)Cl (6-(1H-benzimidazol-1-yl)-2-chloro-9H-purine), N[C@H]1[C@H](CCCC1)N (cis-1,2-diaminocyclohexane). Yields the product Cl.Cl.N1(C=NC2=C1C=CC=C2)C2=C1N=CNC1=NC(=N2)N[C@H]2[C@H](CCCC2)N (Cis-N-[6-(1H-benzimidazol-1-yl)-9H-purin-2-yl]-1,2-cyclohexanediamine dihydrochloride). Reaction SMILES: [N:1]1([C:10]2[N:18]=[C:17]([Cl:19])[N:16]=[C:15]3[C:11]=2[N:12]=[CH:13][NH:14]3)[C:5]2[CH:6]=[CH:7][CH:8]=[CH:9][C:4]=2[N:3]=[CH:2]1.[NH2:20][C@@H:21]1[CH2:26][CH2:25][CH2:24][CH2:23][C@@H:22]1[NH2:27]>CS(C)=O>[ClH:19].[ClH:19].[N:1]1([C:10]2[N:18]=[C:17]([NH:20][C@@H:21]3[CH2:26][CH2:25][CH2:24][CH2:23][C@@H:22]3[NH2:27])[N:16]=[C:15]3[C:11]=2[N:12]=[CH:13][NH:14]3)[C:5]2[CH:6]=[CH:7][CH:8]=[CH:9][C:4]=2[N:3]=[CH:2]1 |f:3.4.5|. Procedure: 200 mg of product obtained in stage 1 above are mixed with 3 ml of DMSO and 0.5 ml (5 equivalents) of cis-1,2-diaminocyclohexane, and the mixture is then heated at 120° C. for approximately 3 days. The mixture is allowed to return to ambient temperature. Purification is carried out by chromatography on silica with a CH2Cl2-MeOH—NH4OH: 85-15-1.5 mixture for eluent. 3 ml of ethanol and 3 ml of HCl-EtOH (hydrochloric acid-ethanol) are added. 34.3 mg of expected product are obtained. Reaction conditions: temperature 120 celsius. Starting materials: C(C)(=O)O[BH-](OC(C)=O)OC(C)=O.[Na+] (sodium triacetoxyborohydride), C(C)(=O)C1=CC=C(C=C1)NC1=NC2=C(N1CCC=O)C=C(C=C2)C(=O)N(CCC(C)C)CCC(C)C (2-[(4-acetylphenyl)amino]-N,N-bis(3-methylbutyl)-1-(3-oxopropyl)-1H-benzimidazole-6-carboxamide), NCC1CCCCC1 (aminomethylcyclohexane), C(O)([O-])=O.[Na+] (sodium hydrogen carbonate), ClCCl (dichloromethane). The reagents and catalysts are C(C)(=O)O (acetic acid). Solvent: O (water), CO (methanol). Yields the product Cl.Cl.C(C)(=O)C1=CC=C(C=C1)NC1=NC2=C(N1CCCNCC1CCCCC1)C=C(C=C2)C(=O)N(CCC(C)C)CCC(C)C (2-[(4-acetylphenyl)amino]-1-{3-[(cyclohexylmethyl)amino]propyl}-N,N-bis(3-methylbutyl)-1H-benzimidazole-6-carboxamide dihydrochloride). RXN SMILES: [C:1]([C:4]1[CH:9]=[CH:8][C:7]([NH:10][C:11]2[N:15]([CH2:16][CH2:17][CH:18]=O)[C:14]3[CH:20]=[C:21]([C:24]([N:26]([CH2:32][CH2:33][CH:34]([CH3:36])[CH3:35])[CH2:27][CH2:28][CH:29]([CH3:31])[CH3:30])=[O:25])[CH:22]=[CH:23][C:13]=3[N:12]=2)=[CH:6][CH:5]=1)(=[O:3])[CH3:2].[NH2:37][CH2:38][CH:39]1[CH2:44][CH2:43][CH2:42][CH2:41][CH2:40]1.C(O[BH-](OC(=O)C)OC(=O)C)(=O)C.[Na+].C(=O)([O-])O.[Na+].[Cl:64]CCl>CO.C(O)(=O)C.O>[ClH:64].[ClH:64].[C:1]([C:4]1[CH:9]=[CH:8][C:7]([NH:10][C:11]2[N:15]([CH2:16][CH2:17][CH2:18][NH:37][CH2:38][CH:39]3[CH2:44][CH2:43][CH2:42][CH2:41][CH2:40]3)[C:14]3[CH:20]=[C:21]([C:24]([N:26]([CH2:32][CH2:33][CH:34]([CH3:35])[CH3:36])[CH2:27][CH2:28][CH:29]([CH3:30])[CH3:31])=[O:25])[CH:22]=[CH:23][C:13]=3[N:12]=2)=[CH:6][CH:5]=1)(=[O:3])[CH3:2] |f:2.3,4.5,10.11.12|. Procedure: A solution of 2-[(4-acetylphenyl)amino]-N,N-bis(3-methylbutyl)-1-(3-oxopropyl)-1H-benzimidazole-6-carboxamide (100 mg, 1 eq) and aminomethylcyclohexane (46 mg, 2 eq) is stirred for 4 hours at a temperature of approximately 20° C. The mixture is diluted with methanol (1 ml), then sodium triacetoxyborohydride (86 mg, 2 eq) and a few drops of acetic acid are added to produce a pH of 5. After 1 hour at a temperature of approximately 20° C., dichloromethane (20 ml) and water saturated with sodium hyd... The reactants are 3-dimethylamino-1-(2,4-dimethyl-1H-pyrrol-3-yl)-propenone, [N+](=O)(O)[O-].FC1=CC=C(C=C1)NC(=N)N (4-fluorophenyl guanidine nitrate), COCCO (2-methoxyethanol), [OH-].[Na+] (NaOH). Yields the product CC=1NC=C(C1C1=NC(=NC=C1)NC1=CC=C(C=C1)F)C ([4-(2,4-Dimethyl-1H-pyrrol-3-yl)-pyrimidin-2-yl]-(4-fluoro-phenyl)-amine). The yield is 62.0%. RXN SMILES: [N+]([O-])(O)=O.[F:5][C:6]1[CH:11]=[CH:10][C:9]([NH:12][C:13]([NH2:15])=[NH:14])=[CH:8][CH:7]=1.[OH-].[Na+].CO[CH2:20][CH2:21]O>>[CH3:10][C:9]1[NH:12][CH:13]=[C:20]([CH3:21])[C:8]=1[C:7]1[CH:6]=[CH:11][N:15]=[C:13]([NH:12][C:9]2[CH:8]=[CH:7][C:6]([F:5])=[CH:11][CH:10]=2)[N:14]=1 |f:0.1,2.3|. Reported procedure: To a mixture of 3-dimethylamino-1-(2,4-dimethyl-1H-pyrrol-3-yl)-propenone (1 mmol, 0.19 g) and 4-fluorophenyl guanidine nitrate (2 mmol, 0.44 g) in 2-methoxyethanol (5 mL) was added NaOH (40 mg). The reaction mixture was heated at 100–120° C. under N2 for 6 h. The solvent was evaporated to dryness and the residue was purified by flash chromatography (1:2 EtOAc/PE). Recrystallisation from EtOAc/PE afforded the title compound (174 mg, 62%) as brown crystals. 1H-NMR (CDCl3) δ: 2.21 (s, 3H, CH3), 2.... Starting materials: [Al+3], O=C([O-])[O-], [H-], [H-], [H-], [H-], [K+], [K+], [K+], [Li+], [OH-], O=C(O)C1CN(Cc2ccccc2)CCN1Cc1ccccc1. Product: OCC1CN(Cc2ccccc2)CCN1Cc1ccccc1. RXN SMILES: [Al+3:2].[C:32](=[O:33])([O-:34])[O-:35].[H-:1].[H-:4].[H-:5].[H-:6].[K+:31].[K+:36].[K+:37].[Li+:3].[OH-:30].[c:7]1([CH2:13][N:14]2[CH:15]([C:27](=[O:28])[OH:29])[CH2:16][N:17]([CH2:20][c:21]3[cH:22][cH:23][cH:24][cH:25][cH:26]3)[CH2:18][CH2:19]2)[cH:8][cH:9][cH:10][cH:11][cH:12]1>>[c:7]1([CH2:13][N:14]2[CH:15]([CH2:27][OH:28])[CH2:16][N:17]([CH2:20][c:21]3[cH:22][cH:23][cH:24][cH:25][cH:26]3)[CH2:18][CH2:19]2)[cH:8][cH:9][cH:10][cH:11][cH:12]1.